This data is from the Open Reaction Database (ORD), a public repository of structured organic reaction records. The task is: describe an organic reaction: reactants, conditions, products, and yield As a reaction SMILES: ClC1[CH:7]=[C:6](NC2N=CN=C(NC(C3CC3)=O)C=2)[C:5](=O)[N:4]2[C:22]([C:27]3[CH:32]=[CH:31][CH:30]=[C:29](F)[CH:28]=3)(C)NC(=O)C=12.N1C=CN=C1.[Si:39](Cl)([C:42]([CH3:45])([CH3:44])[CH3:43])([CH3:41])[CH3:40].[OH2:47]>ClCCl>[CH2:22]([NH:4][CH2:5][CH2:6][CH2:7][O:47][Si:39]([C:42]([CH3:45])([CH3:44])[CH3:43])([CH3:41])[CH3:40])[C:27]1[CH:28]=[CH:29][CH:30]=[CH:31][CH:32]=1. Starting materials: ClC1=C2N(C(C(=C1)NC1=CC(=NC=N1)NC(=O)C1CC1)=O)C(NC2=O)(C)C2=CC(=CC=C2)F (N-[6-[[8-chloro-3-(3-fluorophenyl)-3-methyl-1,5-dioxo-2H-imidazo[1,5-a]pyridin-6-yl]amino]pyrimidin-4-yl]cyclopropanecarboxamide), N1C=NC=C1 (imidazole), [Si](C)(C)(C(C)(C)C)Cl (tert-butyldimethylsilyl chloride), O (Water). Conditions: time 16 hour. Procedure: To a stirred solution of 3-(benzylamino)propan-1-ol (1, 2.0 g, 12.1 mmol) in dichloromethane (20 mL), imidazole (2.47 g, 36.0 mmol) and tert-butyldimethylsilyl chloride (1.1 g, 13 mmol) were added at room temperature. The reaction mass was stirred at room temperature for 16 h. Water was added to the reaction mixture and layers were separated. The organic layer was dried over sodium sulfate, filtered and concentrated to afford N-benzyl-3-((tert-butyldimethylsilyl) oxy) propan-1-amine (2) as brown... Run in ClCCl (dichloromethane). The product is C(C1=CC=CC=C1)NCCCO[Si](C)(C)C(C)(C)C (N-benzyl-3-((tert-butyldimethylsilyl)oxy) propan-1-amine). Starting materials: CI, CCC(C#N)c1ccc(Cl)cc1, [H-], [Na+], CN(C)C=O. Product: CCC(C)(C#N)c1ccc(Cl)cc1. RXN SMILES: [CH3:15][I:16].[Cl:1][c:2]1[cH:3][cH:4][c:5]([CH:8]([C:9]#[N:10])[CH2:11][CH3:12])[cH:6][cH:7]1.[H-:14].[Na+:13].[O:17]=[CH:18][N:19]([CH3:20])[CH3:21]>>[Cl:1][c:2]1[cH:3][cH:4][c:5]([C:8]([C:9]#[N:10])([CH2:11][CH3:12])[CH3:15])[cH:6][cH:7]1.